Dataset: the Open Reaction Database (ORD), a public repository of structured organic reaction records. Task: describe an organic reaction: reactants, conditions, products, and yield The reactants are C(C1=CC=CC=C1)OC(=O)N(CC)CC1=C(C=CC(=C1)C(F)(F)F)C1=CC(=CC(=C1)F)CC(=O)O ({2′-[(benzyloxycarbonyl-ethyl-amino)-methyl]-5-fluoro-4′-trifluoromethyl-biphenyl-3-yl}-acetic acid). Reagents/catalysts: [Pd] (palladium on carbon). Solvent: CO (MeOH). Yields the product C(C)NCC1=C(C=CC(=C1)C(F)(F)F)C1=CC(=CC(=C1)F)CC(=O)O ((2′-Ethylaminomethyl-5-fluoro-4′-trifluoromethyl-biphenyl-3-yl)-acetic acid). As a reaction SMILES: C(OC([N:11]([CH2:14][C:15]1[CH:20]=[C:19]([C:21]([F:24])([F:23])[F:22])[CH:18]=[CH:17][C:16]=1[C:25]1[CH:30]=[C:29]([F:31])[CH:28]=[C:27]([CH2:32][C:33]([OH:35])=[O:34])[CH:26]=1)[CH2:12][CH3:13])=O)C1C=CC=CC=1>[Pd].CO>[CH2:12]([NH:11][CH2:14][C:15]1[CH:20]=[C:19]([C:21]([F:24])([F:23])[F:22])[CH:18]=[CH:17][C:16]=1[C:25]1[CH:30]=[C:29]([F:31])[CH:28]=[C:27]([CH2:32][C:33]([OH:35])=[O:34])[CH:26]=1)[CH3:13]. Procedure details: A solution of {2′-[(benzyloxycarbonyl-ethyl-amino)-methyl]-5-fluoro-4′-trifluoromethyl-biphenyl-3-yl}-acetic acid (0.025 g, 0.05 mmol) and 10% palladium on carbon (catalytic) in MeOH was hydrogenated under a balloon of H2 at room temperature for 2 hours. The mixture was filtered through a pad of Celite, and the filtrate was concentrated to give the title compound. M+H is 382. Starting materials: C1CCOC1, NC(Cc1c[nH]c2cc(F)ccc12)C(=O)O. Yields the product NC(CO)Cc1c[nH]c2cc(F)ccc12. RXN SMILES: [CH2:17]1[O:18][CH2:19][CH2:20][CH2:21]1.[F:1][c:2]1[cH:3][c:4]2[nH:5][cH:6][c:7]([CH2:8][CH:9]([NH2:10])[C:11](=[O:12])[OH:13])[c:14]2[cH:15][cH:16]1>>[F:1][c:2]1[cH:3][c:4]2[nH:5][cH:6][c:7]([CH2:8][CH:9]([NH2:10])[CH2:11][OH:12])[c:14]2[cH:15][cH:16]1. Reactants: FC1=C(C=C(C(=C1)C)F)C(C)=O (1-(2,5-difluoro-4-methylphenyl)ethanone), N1=C(C=CC=C1C)C (2,6-lutidine), FC(S(=O)(=O)O[Si](C)(C)C)(F)F (trimethylsilyl trifluoromethanesulfonate), BrN1C(CCC1=O)=O (N-bromosuccinimide). Solvent: C(Cl)(Cl)Cl (chloroform), O (Water). Reaction conditions: time 30 minute. Yields the product BrCC(=O)C1=C(C=C(C(=C1)F)C)F (2-Bromo-1-(2,5-difluoro-4-methylphenyl)ethanone). The yield is 92.1%. RXN SMILES: [F:1][C:2]1[CH:7]=[C:6]([CH3:8])[C:5]([F:9])=[CH:4][C:3]=1[C:10](=[O:12])[CH3:11].N1C(C)=CC=CC=1C.FC(F)(F)S(O[Si](C)(C)C)(=O)=O.[Br:33]N1C(=O)CCC1=O>O.C(Cl)(Cl)Cl>[Br:33][CH2:11][C:10]([C:3]1[CH:4]=[C:5]([F:9])[C:6]([CH3:8])=[CH:7][C:2]=1[F:1])=[O:12]. Reported procedure: To a chloroform (3.5 mL) solution of 1-(2,5-difluoro-4-methylphenyl)ethanone (0.23 g), under ice cooling in a nitrogen atmosphere, 2,6-lutidine (0.27 mL) and trimethylsilyl trifluoromethanesulfonate (0.32 mL) were added, and the resultant was stirred for 30 minutes. Then, N-bromosuccinimide (0.27 g) was added thereto, and the resultant was stirred for 30 minutes under ice cooling. Water was added to the reaction solution, and the resultant was stirred for 15 minutes, followed by extraction with ... Starting materials: [N+](=O)([O-])C1=C(C=2C=C3N(C2C=C1)CCC3)C(=O)OC (methyl 7-nitro-2,3-dihydro-1H-pyrrolo[1,2-a]indole-8-carboxylate), [N+](=O)([O-])C1=C(C=2C=C3N(C2C=C1)CCC3)C(=O)OC (methyl 7-nitro-2,3-dihydro-1H-pyrrolo[1,2-a]indole-8-carboxylate), [Sn](Cl)Cl (tin (II) chloride), resultant mixture. Run in CO (methanol), O (water), C(Cl)Cl (DCM). Conditions: temperature 60 celsius. Product: NC1=C(C=2C=C3N(C2C=C1)CCC3)C(=O)OC (methyl 7-amino-2,3-dihydro-1H-pyrrolo[1,2-a]indole-8-carboxylate). Isolated yield 70.6%. RXN SMILES: [N+:1]([C:4]1[CH:12]=[CH:11][C:10]2[N:9]3[CH2:13][CH2:14][CH2:15][C:8]3=[CH:7][C:6]=2[C:5]=1[C:16]([O:18][CH3:19])=[O:17])([O-])=O.[Sn](Cl)Cl>CO.O.C(Cl)Cl>[NH2:1][C:4]1[CH:12]=[CH:11][C:10]2[N:9]3[CH2:13][CH2:14][CH2:15][C:8]3=[CH:7][C:6]=2[C:5]=1[C:16]([O:18][CH3:19])=[O:17]. Procedure details: A mixture of methyl 7-nitro-2,3-dihydro-1H-pyrrolo[1,2-a]indole-8-carboxylate (Intermediate 19, 0.160 g) and tin (II) chloride (0.520 g) in methanol (6 mL) and water (0.06 mL) was heated at 60° C. for 8 hours. The resultant mixture was cooled and diluted with DCM and filtered through Celite. The filtrate was washed with 1M aqueous sodium hydroxide solution and brine, dried (MgSO4) and filtered. The filtrate was concentrated in vacuo to give methyl 7-amino-2,3-dihydro-1H-pyrrolo[1,2-a]indole-8-ca... Reactants: CCOC(OCC)[PH](=O)C(C)(C)C, CC(C)CBr, [H-], [Na+], C1CCOC1. The product is CCOC(OCC)P(=O)(CC(C)C)C(C)(C)C. As a reaction SMILES: [C:3]([CH3:4])([CH3:5])([CH3:6])[PH:7]([CH:8]([O:9][CH2:10][CH3:11])[O:12][CH2:13][CH3:14])=[O:15].[CH2:16]([CH:17]([CH3:18])[CH3:19])[Br:20].[H-:1].[Na+:2].[O:21]1[CH2:22][CH2:23][CH2:24][CH2:25]1>>[C:3]([CH3:4])([CH3:5])([CH3:6])[P:7]([CH:8]([O:9][CH2:10][CH3:11])[O:12][CH2:13][CH3:14])(=[O:15])[CH2:16][CH:17]([CH3:18])[CH3:19]. The reactants are C1(CC1)C=1N=C(SC1)C(=N)N (4-cyclopropyl-thiazole-2-carboxamidine), BrCC(C(C)C)=O (1-bromo-3-methyl-butan-2-one). RXN SMILES: [CH:1]1([C:4]2[N:5]=[C:6]([C:9]([NH2:11])=[NH:10])[S:7][CH:8]=2)[CH2:3][CH2:2]1.BrCC(=O)C(C)C>>[CH:1]([C:4]1[N:5]=[C:6]([C:9]([NH2:11])=[NH:10])[S:7][CH:8]=1)([CH3:3])[CH3:2]. Yields the product C(C)(C)C=1N=C(SC1)C(=N)N (4-Isopropyl-thiazole-2-carboxamidine). Procedure: 4-Isopropyl-thiazole-2-carboxamidine (Compound V) was prepared in analogy to Compound M with procedure shown in Example 10 by using 1-bromo-3-methyl-butan-2-one instead of 2-bromo-1-cyclopropyl-ethanone. MS: calc'd (MH+) 170, measured (MH+) 170. Reactants: C(=O)(N1C=NC=C1)N1C=NC=C1 (carbonyldiimidazole), COC1=CC=C(NC2=C(C(=O)NOCC3=CC=CC=C3)C=C(C(=C2)F)F)C=C1 (2-(4-Methoxy-anilino)-N-benzyloxy-4,5-difluoro-benzamide). Product: COC1=CC=C(C=C1)N1C(N(C(C2=CC(=C(C=C12)F)F)=O)OCC1=CC=CC=C1)=O (1-(4-Methoxyphenyl)-3-benzyloxy-6,7-difluoro-1H-quinazoline-2,4-dione). The yield is 45.2%. RXN SMILES: [C:1](N1C=CN=C1)(N1C=CN=C1)=[O:2].[CH3:13][O:14][C:15]1[CH:40]=[CH:39][C:18]([NH:19][C:20]2[CH:36]=[C:35]([F:37])[C:34]([F:38])=[CH:33][C:21]=2[C:22]([NH:24][O:25][CH2:26][C:27]2[CH:32]=[CH:31][CH:30]=[CH:29][CH:28]=2)=[O:23])=[CH:17][CH:16]=1>>[CH3:13][O:14][C:15]1[CH:16]=[CH:17][C:18]([N:19]2[C:20]3[C:21](=[CH:33][C:34]([F:38])=[C:35]([F:37])[CH:36]=3)[C:22](=[O:23])[N:24]([O:25][CH2:26][C:27]3[CH:28]=[CH:29][CH:30]=[CH:31][CH:32]=3)[C:1]2=[O:2])=[CH:39][CH:40]=1. Reported procedure: Using General Method 3, the reaction of carbonyldiimidazole (6.7 g, 41.6 mmol) and crude 2-(4-methoxy-anilino)-N-benzyloxy-4,5-difluoro-benzamide (Example V, 8.0 g, 20.8 mmol) provided 3.86 g of the title compound as a solid, mp 211-212° C.